This data is from the Open Reaction Database (ORD), a public repository of structured organic reaction records. The task is: describe an organic reaction: reactants, conditions, products, and yield Procedure: The 3-chloro-6-(3,4-dichlorobenzoyl)-5,6,7,8-tetrahydropyrido[4,3-c]pyridazine, required as starting material, may be obtained in a manner analogous to that described in Example 8 (g), from 3-chloro-5,6,7,8-tetrahydropyrido[4,3-c]pyridazine maleate and 3,4-dichlorobenzoyl chloride. M.P. 188°-191° (decomp., from dimethyl formamide). Product: ClC=1C=C(C(=O)N2CC3=C(N=NC(=C3)NN)CC2)C=CC1Cl (6-(3,4-Dichlorobenzoyl)-3-hydrazino-5,6,7,8-tetrahydropyrido[4,3-c]pyridazine). RXN SMILES: Cl[C:2]1[N:7]=[N:6][C:5]2[CH2:8][CH2:9][N:10]([C:12](=[O:21])[C:13]3[CH:18]=[CH:17][C:16]([Cl:19])=[C:15]([Cl:20])[CH:14]=3)[CH2:11][C:4]=2[CH:3]=1.C(O)(=O)/C=C\C(O)=O.ClC1[N:36]=[N:35]C2CCNCC=2C=1.ClC1C=C(C=CC=1Cl)C(Cl)=O>CN(C)C=O>[Cl:20][C:15]1[CH:14]=[C:13]([CH:18]=[CH:17][C:16]=1[Cl:19])[C:12]([N:10]1[CH2:9][CH2:8][C:5]2[N:6]=[N:7][C:2]([NH:35][NH2:36])=[CH:3][C:4]=2[CH2:11]1)=[O:21] |f:1.2|. Run in CN(C=O)C (dimethyl formamide). Starting materials: ClC1=CC2=C(N=N1)CCN(C2)C(C2=CC(=C(C=C2)Cl)Cl)=O (3-chloro-6-(3,4-dichlorobenzoyl)-5,6,7,8-tetrahydropyrido[4,3-c]pyridazine), ClC=1C=C(C(=O)Cl)C=CC1Cl (3,4-dichlorobenzoyl chloride), Example 8 ( g ), C(\C=C/C(=O)O)(=O)O.ClC1=CC2=C(N=N1)CCNC2 (3-chloro-5,6,7,8-tetrahydropyrido[4,3-c]pyridazine maleate). Reactants: OC1=C(C=C(C2=CC=CC=C12)OCC)C(=O)NCCCOC1=C(C=C(C=C1)C(C)(C)CC)C(C)(C)CC (1-Hydroxy -4-ethoxy-N-[γ-(2,4-di-tert-amylphenoxy)propyl]-2-naphthamide), [N+](=O)([O-])C1=CC=C(OCCO)C=C1 (β-(4-nitrophenoxy)ethanol), CS(=O)(=O)O (methanesulfonic acid). Yields the product OC1=C(C=C(C2=CC=CC=C12)OCCOC1=CC=C(C=C1)[N+](=O)[O-])C(=O)NCCCOC1=C(C=C(C=C1)C(C)(C)CC)C(C)(C)CC (1-Hydroxy-4-[β-(4-nitrophenoxy)ethoxy]-N-[γ-(2,4-di-tert-amylphenoxy)propyl]-2-naphthamide). RXN SMILES: [OH:1][C:2]1[C:11]2[C:6](=[CH:7][CH:8]=[CH:9][CH:10]=2)[C:5]([O:12][CH2:13][CH3:14])=[CH:4][C:3]=1[C:15]([NH:17][CH2:18][CH2:19][CH2:20][O:21][C:22]1[CH:27]=[CH:26][C:25]([C:28]([CH2:31][CH3:32])([CH3:30])[CH3:29])=[CH:24][C:23]=1[C:33]([CH2:36][CH3:37])([CH3:35])[CH3:34])=[O:16].[N+:38]([C:41]1[CH:50]=[CH:49][C:44]([O:45]CCO)=[CH:43][CH:42]=1)([O-:40])=[O:39].CS(O)(=O)=O>>[OH:1][C:2]1[C:11]2[C:6](=[CH:7][CH:8]=[CH:9][CH:10]=2)[C:5]([O:12][CH2:13][CH2:14][O:45][C:44]2[CH:49]=[CH:50][C:41]([N+:38]([O-:40])=[O:39])=[CH:42][CH:43]=2)=[CH:4][C:3]=1[C:15]([NH:17][CH2:18][CH2:19][CH2:20][O:21][C:22]1[CH:27]=[CH:26][C:25]([C:28]([CH2:31][CH3:32])([CH3:30])[CH3:29])=[CH:24][C:23]=1[C:33]([CH2:36][CH3:37])([CH3:34])[CH3:35])=[O:16]. Procedure: By heating a mixture of 5 g of Intermediate 2, 12 g of β-(4-nitrophenoxy)ethanol, and 0.3 g of methanesulfonic acid to 140-150° C for 3 hours under a reduced pressure, the desired product was obtained. The solvent used for the recrystallization of the product was acetonitrile. The melting point of the product was 166-168° C. Reactants: N1N=C(C=2CCCCC12)C(=O)O (4,5,6,7-tetrahydro-1H-indazole-3-carboxylic acid), C([O-])(O)=O.[Na+] (sodium bicarbonate), [I-].[Na+] (sodium iodide), II (iodine). The solvent is ClC(C)Cl (dichloroethane), O (water), ClCCl (dichloromethane). Reaction conditions: temperature 100 celsius, time 24 hour. The product is IC1=NNC=2CCCCC12 (3-iodo-4,5,6,7-tetrahydro-1H-indazole). Isolated yield 79.3%. Reaction SMILES: [NH:1]1[C:9]2[CH2:8][CH2:7][CH2:6][CH2:5][C:4]=2[C:3](C(O)=O)=[N:2]1.C(=O)(O)[O-].[Na+].[I-:18].[Na+].II>ClC(Cl)C.O.ClCCl>[I:18][C:3]1[C:4]2[CH2:5][CH2:6][CH2:7][CH2:8][C:9]=2[NH:1][N:2]=1 |f:1.2,3.4|. Procedure details: To a mixture of 4,5,6,7-tetrahydro-1H-indazole-3-carboxylic acid (0.57 g, 3.43 mmol), and sodium bicarbonate (951 mg, 440 μL, 11.3 mmol) in dichloroethane (5 mL) and water (5 mL) were added in one portion sodium iodide (1.34 g, 8.92 mmol) and iodine (1.13 g, 4.46 mmol) and the mixture heated at to 100° C. (oil bath temperature) with vigorous stirring for 24 h. After cooling to 25° C. the mixture was diluted with dichloromethane, then washed with 10% Na2S2O3 and saturated NaHCO3. The organic phas... Reactants: O=C1OC=2C(=CC=3C=C(NC3C2)C(=O)O)N1 (2-oxo-1,5-dihydro-2H-oxazolo[4,5-f]indole-6-carboxylic acid), FC1=CC=C(CC2CCNCC2)C=C1 (4-(4-fluorobenzyl)piperidine). The solvent is C(C)OCC (diethyl ether). The product is FC1=CC=C(CC2CCN(CC2)C(=O)C=2NC=3C=C4C(=CC3C2)NC(O4)=O)C=C1 (6-[4-(4-Fluorobenzyl)piperidin-1-carbonyl]-1,5-dihydro-oxazolo[4,5-f]indole-2-one). As a reaction SMILES: [O:1]=[C:2]1[NH:16][C:5]2=[CH:6][C:7]3[CH:8]=[C:9]([C:13]([OH:15])=O)[NH:10][C:11]=3[CH:12]=[C:4]2[O:3]1.[F:17][C:18]1[CH:30]=[CH:29][C:21]([CH2:22][CH:23]2[CH2:28][CH2:27][NH:26][CH2:25][CH2:24]2)=[CH:20][CH:19]=1>C(OCC)C>[F:17][C:18]1[CH:19]=[CH:20][C:21]([CH2:22][CH:23]2[CH2:24][CH2:25][N:26]([C:13]([C:9]3[NH:10][C:11]4[CH:12]=[C:4]5[O:3][C:2](=[O:1])[NH:16][C:5]5=[CH:6][C:7]=4[CH:8]=3)=[O:15])[CH2:27][CH2:28]2)=[CH:29][CH:30]=1. Procedure: The title compound is prepared from 2-oxo-1,5-dihydro-2H-oxazolo[4,5-f]indole-6-carboxylic acid and 4-(4-fluorobenzyl)piperidine [J. Med. Chem., 35, 4903, (1992)] according to the method described in Example 1/c. Mp.: 244-247° C. (diethyl ether).